Dataset: the Open Reaction Database (ORD), a public repository of structured organic reaction records. Task: describe an organic reaction: reactants, conditions, products, and yield Reactants: N1N=CN=C1 (1,2,4-triazole), ClC=1N=C(C2=C(N1)SC(=C2)CC)NCC2=CC(=C(C=C2)Cl)Cl (2-chloro-6-ethyl-4-(3,4-dichlorobenzylamino)-thieno-[2,3-d]-pyrimidine). Product: N1(N=CN=C1)C=1N=C(C2=C(N1)SC(=C2)CC)NCC2=CC(=C(C=C2)Cl)Cl (2-(1,2,4-triazol-1-yl)-6-ethyl-4-(3,4-dichlorobenzylamino)-thieno-[2,3-d]-pyrimidine). Reaction SMILES: [NH:1]1[CH:5]=[N:4][CH:3]=[N:2]1.Cl[C:7]1[N:8]=[C:9]([NH:18][CH2:19][C:20]2[CH:25]=[CH:24][C:23]([Cl:26])=[C:22]([Cl:27])[CH:21]=2)[C:10]2[CH:15]=[C:14]([CH2:16][CH3:17])[S:13][C:11]=2[N:12]=1>>[N:1]1([C:7]2[N:8]=[C:9]([NH:18][CH2:19][C:20]3[CH:25]=[CH:24][C:23]([Cl:26])=[C:22]([Cl:27])[CH:21]=3)[C:10]3[CH:15]=[C:14]([CH2:16][CH3:17])[S:13][C:11]=3[N:12]=2)[CH:5]=[N:4][CH:3]=[N:2]1. Procedure details: Following the procedure of Example 97, the reaction of 1,2,4-triazole with 2-chloro-6-ethyl-4-(3,4-dichlorobenzylamino)-thieno-[2,3-d]-pyrimidine gives 2-(1,2,4-triazol-1-yl)-6-ethyl-4-(3,4-dichlorobenzylamino)-thieno-[2,3-d]-pyrimidine. The reactants are C1(=CC=CC=C1)C1=NC(=NC=C1)N1CC2CNCC2C1 (2-(4-Phenyl-pyrimidin-2-yl)-octahydro-pyrrolo[3,4-c]pyrrole), CC1=CC=C(C=C1)C=1C(=CC=CC1)C(=O)O (4′-methyl-biphenyl-2-carboxylic acid). Yields the product CC1=CC=C(C=C1)C1=C(C=CC=C1)C(=O)N1CC2CN(CC2C1)C1=NC=CC(=N1)C1=CC=CC=C1 ((4′-Methyl-biphenyl-2-yl)-[5-(4-phenyl-pyrimidin-2-yl)-hexahydro-pyrrolo[3,4-c]pyrrol-2-yl]-methanone). Reaction SMILES: [C:1]1([C:7]2[CH:12]=[CH:11][N:10]=[C:9]([N:13]3[CH2:20][CH:19]4[CH:15]([CH2:16][NH:17][CH2:18]4)[CH2:14]3)[N:8]=2)[CH:6]=[CH:5][CH:4]=[CH:3][CH:2]=1.[CH3:21][C:22]1[CH:27]=[CH:26][C:25]([C:28]2[C:29]([C:34](O)=[O:35])=[CH:30][CH:31]=[CH:32][CH:33]=2)=[CH:24][CH:23]=1>>[CH3:21][C:22]1[CH:23]=[CH:24][C:25]([C:28]2[CH:33]=[CH:32][CH:31]=[CH:30][C:29]=2[C:34]([N:17]2[CH2:16][CH:15]3[CH:19]([CH2:20][N:13]([C:9]4[N:8]=[C:7]([C:1]5[CH:2]=[CH:3][CH:4]=[CH:5][CH:6]=5)[CH:12]=[CH:11][N:10]=4)[CH2:14]3)[CH2:18]2)=[O:35])=[CH:26][CH:27]=1. Procedure details: The title compound was prepared in a manner analogous to Example 15 utilizing Intermediate 26 and 4′-methyl-biphenyl-2-carboxylic acid. MS (ESI): mass calculated for C30H28N4O, 460.58; m/z found 461.3 [M+H]+. Reactants: BrC1=C(C=CC(=C1)NC(=O)C)OC (2-Bromo-4-acetaminoanisole), [N+](=O)(O)[O-] (nitric acid), O (water). The solvent is C(C)(=O)OC(C)=O (acetic anhydride), C(C)(=O)O (acetic acid). Run at temperature 5 celsius, time 3 hour. The product is BrC1=C(C=C(C(=C1)NC(=O)C)[N+](=O)[O-])OC (2-Bromo-4-acetamino-5-nitroanisole). Isolated yield 81.7%. Reaction SMILES: [Br:1][C:2]1[CH:7]=[C:6]([NH:8][C:9]([CH3:11])=[O:10])[CH:5]=[CH:4][C:3]=1[O:12][CH3:13].[N+:14]([O-])([OH:16])=[O:15].O>C(OC(=O)C)(=O)C.C(O)(=O)C>[Br:1][C:2]1[CH:7]=[C:6]([NH:8][C:9]([CH3:11])=[O:10])[C:5]([N+:14]([O-:16])=[O:15])=[CH:4][C:3]=1[O:12][CH3:13]. Reported procedure: To a cold (5° C.) solution of 3.36 g (13.8 mmol) of 2-Bromo-4-acetaminoanisole in 5 mL of acetic anhydride and 10 mL of acetic acid, was added dropwise 0.9 mL (13.8 mmol) of concentrate nitric acid. The resulting solution was stirred at 5° C. for 3 h, poured into 90 mL of water, stirred, and filtered to collect the solid (the desired product). The solid was washed twice with cold water, dried under vacuo at 100° C., crystallized from chloroform to give 3.26 g (82% yield) of pure compound 6. 1H N...